This data is from the Open Reaction Database (ORD), a public repository of structured organic reaction records. The task is: describe an organic reaction: reactants, conditions, products, and yield The reactants are COc1cccnc1C(C)=O, Cn1c(NN)nc2ccccc21, CC(=O)O, CO. The product is COc1cccnc1C(C)=NNc1nc2ccccc2n1C. As a reaction SMILES: [C:1]([CH3:2])(=[O:3])[c:4]1[n:5][cH:6][cH:7][cH:8][c:9]1[O:10][CH3:11].[CH3:12][n:13]1[c:14]([NH:22][NH2:23])[n:15][c:16]2[c:17]1[cH:18][cH:19][cH:20][cH:21]2.[CH3:24][C:25](=[O:26])[OH:27].[CH3:28][OH:29]>>[C:1]([CH3:2])([c:4]1[n:5][cH:6][cH:7][cH:8][c:9]1[O:10][CH3:11])=[N:23][NH:22][c:14]1[n:13]([CH3:12])[c:17]2[c:16]([n:15]1)[cH:21][cH:20][cH:19][cH:18]2.